This data is from the Open Reaction Database (ORD), a public repository of structured organic reaction records. The task is: describe an organic reaction: reactants, conditions, products, and yield The reactants are Cl.Cl.NC[C@@]1(CN2CCC1CC2)O ((S)-3-(aminomethyl)quinuclidin-3-ol dihydrochloride), N1(N=CN=C1)C1=CC(=NC=N1)N=C(SC)SC (dimethyl 6-(1H-1,2,4-triazol-1-yl)pyrimidin-4-ylcarbonimidodithioate), C([O-])([O-])=O.[Cs+].[Cs+] (cesium carbonate). Run in C(Cl)(Cl)Cl (CHCl3), CN(C)C=O (DMF). The product is CO.[NH4+].[OH-] (MeOH NH4OH), N1(N=CN=C1)C1=CC(=NC=N1)NC=1O[C@]2(CN3CCC2CC3)CN1 ((R)—N-(6-(1H-1,2,4-triazol-1-yl)pyrimidin-4-yl)-4H-1′-azaspiro[oxazole-5,3′-bicyclo[2.2.2]octan]-2-amine). The yield is 71.5%. RXN SMILES: Cl.Cl.[NH2:3][CH2:4][C@@:5]1([OH:13])[CH:10]2[CH2:11][CH2:12][N:7]([CH2:8][CH2:9]2)[CH2:6]1.[N:14]1([C:19]2[N:24]=[CH:23][N:22]=[C:21]([N:25]=[C:26](SC)SC)[CH:20]=2)[CH:18]=[N:17][CH:16]=[N:15]1.C(=O)([O-])[O-:32].[Cs+].[Cs+]>CN(C=O)C.C(Cl)(Cl)Cl>[CH3:5][OH:13].[NH4+:3].[OH-:32].[N:14]1([C:19]2[N:24]=[CH:23][N:22]=[C:21]([NH:25][C:26]3[O:13][C@:5]4([CH2:4][N:3]=3)[CH:10]3[CH2:9][CH2:8][N:7]([CH2:12][CH2:11]3)[CH2:6]4)[CH:20]=2)[CH:18]=[N:17][CH:16]=[N:15]1 |f:0.1.2,4.5.6,9.10.11|. Procedure details: A suspension of (S)-3-(aminomethyl)quinuclidin-3-ol dihydrochloride (412 mg, 1.800 mmol), dimethyl 6-(1H-1,2,4-triazol-1-yl)pyrimidin-4-ylcarbonimidodithioate (400 mg, 1.5 mmol), and cesium carbonate (1222 mg, 3.75 mmol) was stirred in DMF (3.8 mL) at 75° C. for 2 h. The reaction was concentrated and purified by flash chromatography on a 40 g silica gel cartridge with a pre-run of 1% [95:5 MeOH/NH4OH] in EtOAc, then 1 to 3% [95:5 MeOH/NH4OH] in CHCl3 to yield (R)—N-(6-(1H-1,2,4-triazol-1-yl)pyri... Reactants: C1(=CC=CC=C1)P(C1=CC=CC=C1)C1=CC=CC=C1 (triphenylphosphine), N(=NC(=O)OCC)C(=O)OCC (diethyl azodicarboxylate), CN1C(=NC=C1)CCO (2-(1-methylimidazol-2-yl)ethanol), N(=NC(=O)OCC)C(=O)OCC (Diethyl azodicarboxylate), ClC1=CC(=C(NC2=NC=NC3=CC(=C(C=C23)OC)O)C=C1)F (4-(4-chloro-2-fluoroanilino)-7-hydroxy-6-methoxyquinazoline), C1(=CC=CC=C1)P(C1=CC=CC=C1)C1=CC=CC=C1 (triphenylphosphine). The solvent is C(Cl)Cl (methylene chloride). Run at time 30 minute. The product is Cl.ClC1=CC(=C(NC2=NC=NC3=CC(=C(C=C23)OC)OCCC=2N(C=CN2)C)C=C1)F (4-(4-chloro-2-fluoroanilino)-6-methoxy-7-(2-(1-methylimidazol-2-yl)ethoxy)quinazoline hydrochloride). The yield is 73.4%. RXN SMILES: N(C(OCC)=O)=NC(OCC)=O.[Cl:13][C:14]1[CH:33]=[CH:32][C:17]([NH:18][C:19]2[C:28]3[C:23](=[CH:24][C:25]([OH:31])=[C:26]([O:29][CH3:30])[CH:27]=3)[N:22]=[CH:21][N:20]=2)=[C:16]([F:34])[CH:15]=1.C1(P(C2C=CC=CC=2)C2C=CC=CC=2)C=CC=CC=1.[CH3:54][N:55]1[CH:59]=[CH:58][N:57]=[C:56]1[CH2:60][CH2:61]O>C(Cl)Cl>[ClH:13].[Cl:13][C:14]1[CH:33]=[CH:32][C:17]([NH:18][C:19]2[C:28]3[C:23](=[CH:24][C:25]([O:31][CH2:61][CH2:60][C:56]4[N:55]([CH3:54])[CH:59]=[CH:58][N:57]=4)=[C:26]([O:29][CH3:30])[CH:27]=3)[N:22]=[CH:21][N:20]=2)=[C:16]([F:34])[CH:15]=1 |f:5.6|. Procedure details: Diethyl azodicarboxylate (128 μl, 1.5 mmol) was added dropwise to a solution of 4-(4-chloro-2-fluoroanilino)-7-hydroxy-6-methoxyquinazoline (250 mg, 0.78 mmol), (prepared as described for the starting material in Example 24), triphenylphosphine (410 mg, 1.5 mmol) and 2-(1-methylimidazol-2-yl)ethanol (147 mg, 1.15 mmol), (EP 0675112 A1), in methylene chloride (4 ml) and the mixture was stirred for 30 minutes at ambient temperature. Further triphenylphosphine (143 mg, 0.52 mmol) and diethyl azodic... The reactants are OC1=CC=C(C2=C(OC3=CC(=CC(=C3C2=O)O)O)C(=O)OCC)C=C1 (Ethyl 4',5,7-trihydroxy-2-isoflavonecarboxylate), Cl (HCl), C(C)(C)O (isopropanol). Run at temperature 70 celsius, time 5 hour. The product is OC1=CC=C(C2=C(OC3=CC(=CC(=C3C2=O)O)O)C(=O)OC(C)C)C=C1 (isopropyl 4',5,7-trihydroxy-2-isoflavonecarboxylate). Reaction SMILES: [OH:1][C:2]1[CH:25]=[CH:24][C:5]([C:6]2[C:15](=[O:16])[C:14]3[C:9](=[CH:10][C:11]([OH:18])=[CH:12][C:13]=3[OH:17])[O:8][C:7]=2[C:19]([O:21][CH2:22][CH3:23])=[O:20])=[CH:4][CH:3]=1.Cl.[CH:27](O)(C)C>>[OH:1][C:2]1[CH:25]=[CH:24][C:5]([C:6]2[C:15](=[O:16])[C:14]3[C:9](=[CH:10][C:11]([OH:18])=[CH:12][C:13]=3[OH:17])[O:8][C:7]=2[C:19]([O:21][CH:22]([CH3:27])[CH3:23])=[O:20])=[CH:4][CH:3]=1. Reported procedure: Ethyl 4',5,7-trihydroxy-2-isoflavonecarboxylate (100 mg) was added to 10 ml of isopropanol saturated with HCl gas, and the mixture was heated at 70° C. with stirring for five hours. The solvent was distilled off under reduced pressure, the residue was purified by silica gel column chromatography (eluent:chloroform), and the solid thus obtained was recrystallized from a chlorofor/methanol mixed solvent, giving 60 mg of isopropyl 4',5,7-trihydroxy-2-isoflavonecarboxylate. The reactants are BrB(Br)Br, ClCCl, [Na+], O=C([O-])O, COc1ccc(C=C2c3ccccc3CCc3ccccc32)cc1NS(C)(=O)=O. The product is CS(=O)(=O)Nc1cc(C=C2c3ccccc3CCc3ccccc32)ccc1O. Reaction SMILES: [B:30]([Br:31])([Br:32])[Br:33].[Cl:39][CH2:40][Cl:41].[Na+:38].[O-:34][C:35]([OH:36])=[O:37].[cH:1]1[cH:2][cH:3][cH:4][c:5]2[c:11]1[CH2:10][CH2:9][c:8]1[c:7]([cH:15][cH:14][cH:13][cH:12]1)[C:6]2=[CH:16][c:17]1[cH:18][cH:19][c:20]([O:28][CH3:29])[c:21]([NH:23][S:24](=[O:25])(=[O:26])[CH3:27])[cH:22]1>>[cH:1]1[cH:2][cH:3][cH:4][c:5]2[c:11]1[CH2:10][CH2:9][c:8]1[c:7]([cH:15][cH:14][cH:13][cH:12]1)[C:6]2=[CH:16][c:17]1[cH:18][cH:19][c:20]([OH:28])[c:21]([NH:23][S:24](=[O:25])(=[O:26])[CH3:27])[cH:22]1. The reactants are poly(oxyethylene)-poly(oxypropylene), prepolymer solution, N(CCO)(CCO)CCO (triethanolamine), CCCCCCCC/C=C\CCCCCCCC(=O)OCC([C@@H]1[C@@H]([C@H](CO1)O)O)O (sorbitan monooleate), O(CC[*:2])[*:1] (poly(oxyethylene)), CCCCCCCC/C=C\CCCCCCCC(=O)OC[C@H]([C@@H]1[C@@H]([C@H](CO1)O)O)O (Span 80), C=O (formaldehyde), NC(=O)N (urea), CC1CO1.C1CO1 (Pluronic L122), S(O)(O)(=O)=O (sulfuric acid). The reagents and catalysts are [O-2].[O-2].[Ti+4] (titanium dioxide). Run in O (water), C=1(C(=CC=CC1)C)C (xylene), O (water). Yields the product C=O.NC(=O)N (urea-formaldehyde), CC1CO1.C1CO1 (Pluronic L). As a reaction SMILES: C=O.[NH2:3][C:4]([NH2:6])=[O:5].N([CH2:14][CH2:15][OH:16])(CCO)CCO.S(=O)(=O)(O)O.[CH3:22][CH:23]1[O:25][CH2:24]1.C1OC1.CCCCCCCC/C=C\CCCCCCCC(OCC(O)[C@H]1OC[C@H](O)[C@H]1O)=O.CCCCCCCC/C=C\CCCCCCCC(OC[C@@H](O)[C@H]1OC[C@H](O)[C@H]1O)=O>O.C1(C)C(C)=CC=CC=1.[O-2].[O-2].[Ti+4]>[CH2:4]=[O:5].[NH2:3][C:4]([NH2:6])=[O:5].[CH3:22][CH:23]1[O:25][CH2:24]1.[CH2:15]1[O:16][CH2:14]1 |f:4.5,10.11.12,13.14,15.16|. Procedure: A urea-formaldehyde prepolymer solution is prepared by heating an aqueous solution of two-hundred-twenty grams of 37% formaldehyde and 82 grams of urea, adjusted to pH 8 with triethanolamine, at 70° C for one hour. Fifty grams of this prepolymer solution are mixed with thirty grams of a 50% by weight dispersion of titanium dioxide in distilled water, and adjusted to pH 6 with dilute sulfuric acid. The aqueous dispersion is emulsified in a solution of six grams of Pluronic L122, three grams of so... Starting materials: CC(=O)O[BH-](OC(C)=O)OC(C)=O, CCCN, CC#N, [Na+], O=C1CCC2(CC1)OCCO2. Yields the product CCCNC1CCC2(CC1)OCCO2. Reaction SMILES: [C:16]([O:17][BH-:18]([O:19][C:20](=[O:21])[CH3:22])[O:23][C:24](=[O:25])[CH3:26])(=[O:27])[CH3:28].[CH3:12][CH2:13][CH2:14][NH2:15].[CH3:30][C:31]#[N:32].[Na+:29].[O:1]1[CH2:2][CH2:3][O:4][C:5]12[CH2:6][CH2:7][C:8](=[O:11])[CH2:9][CH2:10]2>>[O:1]1[CH2:2][CH2:3][O:4][C:5]12[CH2:6][CH2:7][CH:8]([NH:15][CH2:14][CH2:13][CH3:12])[CH2:9][CH2:10]2. The reactants are CCCN1CCC(C#N)(NC(=O)C(N)CCC(C)(C)CC)CC1, CN1CCOCC1, CC#N, O=c1nc(Cl)c2ccccc2o1. Yields the product CCCN1CCC(C#N)(NC(=O)C(CCC(C)(C)CC)Nc2nc(=O)oc3ccccc23)CC1. Reaction SMILES: [C:13](#[N:14])[C:15]1([NH:24][C:25]([CH:26]([CH2:27][CH2:28][C:29]([CH2:30][CH3:31])([CH3:32])[CH3:33])[NH2:34])=[O:35])[CH2:16][CH2:17][N:18]([CH2:21][CH2:22][CH3:23])[CH2:19][CH2:20]1.[CH3:36][N:37]1[CH2:38][CH2:39][O:40][CH2:41][CH2:42]1.[CH3:43][C:44]#[N:45].[Cl:1][c:2]1[n:3][c:4](=[O:12])[o:5][c:6]2[c:7]1[cH:8][cH:9][cH:10][cH:11]2>>[c:2]1([NH:34][CH:26]([C:25]([NH:24][C:15]2([C:13]#[N:14])[CH2:16][CH2:17][N:18]([CH2:21][CH2:22][CH3:23])[CH2:19][CH2:20]2)=[O:35])[CH2:27][CH2:28][C:29]([CH2:30][CH3:31])([CH3:32])[CH3:33])[n:3][c:4](=[O:12])[o:5][c:6]2[c:7]1[cH:8][cH:9][cH:10][cH:11]2.